From a dataset of the Open Reaction Database (ORD), a public repository of structured organic reaction records. describe an organic reaction: reactants, conditions, products, and yield Product: O=[N+]([O-])OCC(CCCCO)O[N+](=O)[O-]. Reactants: O=C(OCCCCC(CO[N+](=O)[O-])O[N+](=O)[O-])c1ccc([N+](=O)[O-])cc1, [Na+], [OH-]. As a reaction SMILES: [N+:1]([c:2]1[cH:3][cH:4][c:5]([C:6](=[O:7])[O:10][CH2:11][CH2:12][CH2:13][CH2:14][CH:15]([CH2:16][O:17][N+:18](=[O:19])[O-:20])[O:21][N+:22](=[O:23])[O-:24])[cH:8][cH:9]1)([O-:25])=[O:26].[Na+:28].[OH-:27]>>[OH:10][CH2:11][CH2:12][CH2:13][CH2:14][CH:15]([CH2:16][O:17][N+:18](=[O:19])[O-:20])[O:21][N+:22](=[O:23])[O-:24]. RXN SMILES: [CH3:24][N:25]([CH3:26])[CH:27]=[O:28].[F:13][C:14]([CH2:15][CH2:16][CH:17]([C:18]#[N:19])[C:20]#[N:21])([F:22])[F:23].[F:1][c:2]1[cH:3][c:4]([CH2:5][Br:6])[cH:7][c:8]([F:10])[cH:9]1.[H-:11].[Na+:12]>>[F:1][c:2]1[cH:3][c:4]([CH2:5][C:17]([CH2:16][CH2:15][C:14]([F:13])([F:22])[F:23])([C:18]#[N:19])[C:20]#[N:21])[cH:7][c:8]([F:10])[cH:9]1. Yields the product N#CC(C#N)(CCC(F)(F)F)Cc1cc(F)cc(F)c1. Reactants: CN(C)C=O, N#CC(C#N)CCC(F)(F)F, Fc1cc(F)cc(CBr)c1, [H-], [Na+]. The reactants are CS(C)=O, ClCc1nc2cscc2[nH]1, Fc1ccccc1N1CCNCC1. The product is Fc1ccccc1N1CCN(Cc2nc3cscc3[nH]2)CC1. RXN SMILES: [CH3:24][S:25]([CH3:26])=[O:27].[Cl:1][CH2:2][c:3]1[n:4][c:5]2[c:6]([nH:7]1)[cH:8][s:9][cH:10]2.[F:11][c:12]1[c:13]([N:18]2[CH2:19][CH2:20][NH:21][CH2:22][CH2:23]2)[cH:14][cH:15][cH:16][cH:17]1>>[CH2:2]([c:3]1[n:4][c:5]2[c:6]([nH:7]1)[cH:8][s:9][cH:10]2)[N:21]1[CH2:20][CH2:19][N:18]([c:13]2[c:12]([F:11])[cH:17][cH:16][cH:15][cH:14]2)[CH2:23][CH2:22]1. Starting materials: C1(=CC=CC=C1)CCCCCCCCNC(C1=CC(=C(C(=C1)C1=CC(=CC=C1)C(F)(F)F)OCCBr)C1=CC(=CC=C1)C(F)(F)F)=O (N-(8-phenyl octyl)-4-(2-bromo-ethoxy)-3,5-bis(m-trifluoromethylphenyl) benzamide), C(=O)([O-])[O-].[K+].[K+] (K2CO3), OC1=C(C(=O)OC)C=CC(=C1)O (methyl 2,4-dihydroxybenzoate). Solvent: CC(=O)C (acetone). The product is COC(C1=C(C=C(C=C1)OCCOC1=C(C=C(C=C1C1=CC(=CC=C1)C(F)(F)F)C(NCCCCCCCCC1=CC=CC=C1)=O)C1=CC(=CC=C1)C(F)(F)F)O)=O (2-hydroxy-4-{2-[5′-(8-phenyl-octylcarbamoyl)-3,3″-bis-trifluoromethyl-[1,1′:3′,1″]terphenyl-2′-yloxy]-ethoxy}-benzoic acid methyl ester). Yield: 59.2%. As a reaction SMILES: [C:1]1([CH2:7][CH2:8][CH2:9][CH2:10][CH2:11][CH2:12][CH2:13][CH2:14][NH:15][C:16](=[O:47])[C:17]2[CH:22]=[C:21]([C:23]3[CH:28]=[CH:27][CH:26]=[C:25]([C:29]([F:32])([F:31])[F:30])[CH:24]=3)[C:20]([O:33][CH2:34][CH2:35]Br)=[C:19]([C:37]3[CH:42]=[CH:41][CH:40]=[C:39]([C:43]([F:46])([F:45])[F:44])[CH:38]=3)[CH:18]=2)[CH:6]=[CH:5][CH:4]=[CH:3][CH:2]=1.C([O-])([O-])=O.[K+].[K+].[OH:54][C:55]1[CH:64]=[C:63]([OH:65])[CH:62]=[CH:61][C:56]=1[C:57]([O:59][CH3:60])=[O:58]>CC(C)=O>[CH3:60][O:59][C:57](=[O:58])[C:56]1[CH:61]=[CH:62][C:63]([O:65][CH2:35][CH2:34][O:33][C:20]2[C:21]([C:23]3[CH:28]=[CH:27][CH:26]=[C:25]([C:29]([F:32])([F:31])[F:30])[CH:24]=3)=[CH:22][C:17]([C:16](=[O:47])[NH:15][CH2:14][CH2:13][CH2:12][CH2:11][CH2:10][CH2:9][CH2:8][CH2:7][C:1]3[CH:6]=[CH:5][CH:4]=[CH:3][CH:2]=3)=[CH:18][C:19]=2[C:37]2[CH:42]=[CH:41][CH:40]=[C:39]([C:43]([F:46])([F:45])[F:44])[CH:38]=2)=[CH:64][C:55]=1[OH:54] |f:1.2.3|. Procedure: To a solution of N-(8-phenyl octyl)-4-(2-bromo-ethoxy)-3,5-bis(m-trifluoromethylphenyl) benzamide (1.48 g, 2.05 mmol, 1 eq) in acetone (21 mL) was added K2CO3 (1.42 g, 10.25 mmol, 5 eq) and methyl 2,4-dihydroxybenzoate (0.340 g, 2.05 mmol, 1.0 eq). The reaction was heated at reflux for overnight, cooled to rt and concentrated in vacuo. The residue was partitioned between EtOAc and brine, dried over MgSO4 and concentrated in vacuo. The residue was purified by flash chromatography (30% EtOAc:hexan... Product: C=CC(=O)NCCCCCCCCCCCCCCCC. As a reaction SMILES: [Al+3:24].[CH2:1]([CH2:2][CH2:3][CH2:4][CH2:5][CH2:6][CH2:7][CH2:8][CH2:9][CH2:10][CH2:11][CH2:12][CH2:13][CH2:14][CH2:15][CH3:16])[Cl:17].[CH3:29][C:30](=[O:31])[CH3:32].[Cl-:23].[Cl-:25].[Cl-:26].[ClH:27].[NH2:18][C:19](=[O:20])[CH:21]=[CH2:22].[OH2:28]>>[CH2:1]([CH2:2][CH2:3][CH2:4][CH2:5][CH2:6][CH2:7][CH2:8][CH2:9][CH2:10][CH2:11][CH2:12][CH2:13][CH2:14][CH2:15][CH3:16])[NH:18][C:19](=[O:20])[CH:21]=[CH2:22]. The reactants are [Al+3], CCCCCCCCCCCCCCCCCl, CC(C)=O, [Cl-], [Cl-], [Cl-], Cl, C=CC(N)=O, O. The reactants are FC(F)(F)c1ccc(Br)s1, C1COCCO1, Cc1ccncc1N1CCNC1=O, I[Cu]I, [K+], [K+], [K+], NC1CCCCC1N, O=P([O-])([O-])[O-]. Product: Cc1ccncc1N1CCN(c2ccc(C(F)(F)F)s2)C1=O. Reaction SMILES: [Br:14][c:15]1[s:16][c:17]([C:20]([F:21])([F:22])[F:23])[cH:18][cH:19]1.[CH2:43]1[O:44][CH2:45][CH2:46][O:47][CH2:48]1.[CH3:1][c:2]1[c:3]([N:8]2[C:9](=[O:13])[NH:10][CH2:11][CH2:12]2)[cH:4][n:5][cH:6][cH:7]1.[Cu:40]([I:41])[I:42].[K+:37].[K+:38].[K+:39].[NH2:24][CH:25]1[CH2:26][CH2:27][CH2:28][CH2:29][CH:30]1[NH2:31].[P:32]([O-:33])([O-:34])([O-:35])=[O:36]>>[CH3:1][c:2]1[c:3]([N:8]2[C:9](=[O:13])[N:10]([c:15]3[s:16][c:17]([C:20]([F:21])([F:22])[F:23])[cH:18][cH:19]3)[CH2:11][CH2:12]2)[cH:4][n:5][cH:6][cH:7]1. The reactants are FC1=C(C=CC=C1)[C@@]12NOC[C@@H]1C[C@@H](C2)OCC2=CC(=C(C=C2)F)F ((3aR*,5S*,6aS*)-6a-(2-fluorophenyl)-5-(3,4-difluorobenzyloxy)-hexahydrocyclopenta[c]isoxazole), C([O-])(O)=O.[Na+] (sodium bicarbonate), C(C)(=O)OCC (ethyl acetate). Reagents/catalysts: [Zn] (Zinc), [Zn] (zinc). The solvent is C(C)(=O)O (acetic acid). Conditions: time 2 hour. Product: N[C@@]1([C@@H](C[C@@H](C1)OCC1=CC(=C(C=C1)F)F)CO)C1=C(C=CC=C1)F ([(1R*,2S*,4S*)-2-amino-2-(2-fluorophenyl)-4-(3,4-difluorobenzyloxy)cyclopentyl]methanol). Isolated yield 101.0%. As a reaction SMILES: [F:1][C:2]1[CH:7]=[CH:6][CH:5]=[CH:4][C:3]=1[C@:8]12[CH2:15][C@@H:14]([O:16][CH2:17][C:18]3[CH:23]=[CH:22][C:21]([F:24])=[C:20]([F:25])[CH:19]=3)[CH2:13][C@H:12]1[CH2:11][O:10][NH:9]2.C(=O)(O)[O-].[Na+].C(OCC)(=O)C>C(O)(=O)C.[Zn]>[NH2:9][C@@:8]1([C:3]2[CH:4]=[CH:5][CH:6]=[CH:7][C:2]=2[F:1])[CH2:15][C@@H:14]([O:16][CH2:17][C:18]2[CH:23]=[CH:22][C:21]([F:24])=[C:20]([F:25])[CH:19]=2)[CH2:13][C@H:12]1[CH2:11][OH:10] |f:1.2|. Procedure details: Zinc (3.0 g) was added to a solution of (3aR*,5S*,6aS*)-6a-(2-fluorophenyl)-5-(3,4-difluorobenzyloxy)-hexahydrocyclopenta[c]isoxazole (620 mg) in acetic acid (25 mL), and the mixture was stirred at room temperature for two hours. A saturated sodium bicarbonate solution and ethyl acetate were added to the reaction solution, and zinc was removed by filtration. The filtrate was extracted with ethyl acetate. The extract was dried over anhydrous magnesium sulfate. The drying agent was removed by filt...